Dataset: the Open Reaction Database (ORD), a public repository of structured organic reaction records. Task: describe an organic reaction: reactants, conditions, products, and yield Starting materials: C(C)(C)(C)OC(=O)N1[C@@H](CC(C1)=NOC)C(=O)O ((2S,4EZ)-1-(tert-butoxycarbonyl)-4-(methoxyimino)-2-pyrrolidinecarboxylic acid), C(C)N1C2=CC=CC=C2C=2C=C(C=CC12)N (9-ethyl-9H-carbazol-3-amine). Yields the product C(C)N1C2=CC=CC=C2C=2C=C(C=CC12)NC(=O)[C@H]1NCC(C1)=NOC ((2S,4EZ)-N-(9-ethyl-9H-carbazol-3-yl)-4-(methoxyimino)-2-pyrrolidinecarboxamide). Reaction SMILES: C(OC([N:8]1[CH2:12][C:11](=[N:13][O:14][CH3:15])[CH2:10][C@H:9]1[C:16]([OH:18])=O)=O)(C)(C)C.[CH2:19]([N:21]1[C:33]2[CH:32]=[CH:31][C:30]([NH2:34])=[CH:29][C:28]=2[C:27]2[C:22]1=[CH:23][CH:24]=[CH:25][CH:26]=2)[CH3:20]>>[CH2:19]([N:21]1[C:33]2[CH:32]=[CH:31][C:30]([NH:34][C:16]([C@@H:9]3[CH2:10][C:11](=[N:13][O:14][CH3:15])[CH2:12][NH:8]3)=[O:18])=[CH:29][C:28]=2[C:27]2[C:22]1=[CH:23][CH:24]=[CH:25][CH:26]=2)[CH3:20]. Procedure: Following the general method as outlined in Example 22, starting from (2S,4EZ)-1-(tert-butoxycarbonyl)-4-(methoxyimino)-2-pyrrolidinecarboxylic acid, and 9-ethyl-9H-carbazol-3-amine the title compound was obtained in 46% purity by LC/MS. MS(ESI+): m/z=351.2. Reactants: ClC=1C=C2C(=CC(=NC2=CC1)NCC)C1=CC=C(C=C1)[N+](=O)[O-] (6-chloro-2-ethylamino 4-(4-nitrophenyl)quinoline), ClC=1C=C2C(=CC(=NC2=CC1)NCC)C1=CC=C(C=C1)[N+](=O)[O-] (6-chloro-2-ethylamino 4-(4-nitrophenyl)quinoline), C(C)(=O)OC(C)=O (acetic anhydride). Product: ClC=1C=C2C(=CC(=NC2=CC1)N(CC)C(C)=O)C1=CC=C(C=C1)[N+](=O)[O-] (6-Chloro-2-(N-acetyl-N-ethylamino)-4-(4-nitrophenyl)quinoline). Reaction SMILES: [Cl:1][C:2]1[CH:3]=[C:4]2[C:9](=[CH:10][CH:11]=1)[N:8]=[C:7]([NH:12][CH2:13][CH3:14])[CH:6]=[C:5]2[C:15]1[CH:20]=[CH:19][C:18]([N+:21]([O-:23])=[O:22])=[CH:17][CH:16]=1.[C:24](OC(=O)C)(=[O:26])[CH3:25]>>[Cl:1][C:2]1[CH:3]=[C:4]2[C:9](=[CH:10][CH:11]=1)[N:8]=[C:7]([N:12]([C:24](=[O:26])[CH3:25])[CH2:13][CH3:14])[CH:6]=[C:5]2[C:15]1[CH:20]=[CH:19][C:18]([N+:21]([O-:23])=[O:22])=[CH:17][CH:16]=1. Procedure details: 600 mg of 6-chloro-2-ethylamino 4-(4-nitrophenyl)quinoline (compound 2a) were added to 0.19 g of acetic anhydride. The mixture was boiled at 70° C. for 4 hours and cooled, and the acetic anhydride was removed by distillation. The residue was mixed with water, extracted with ethyl acetate and washed with water, and the product was obtained as a yellow oil.